From a dataset of the Open Reaction Database (ORD), a public repository of structured organic reaction records. describe an organic reaction: reactants, conditions, products, and yield Reactants: Cc1cc(CC(NC(=O)N2CCC(N3Cc4ccccc4NC3=O)CC2)c2cccc(Br)n2)cc2cn[nH]c12, C1CCOC1, c1ccc(P(c2ccccc2)(c2ccccc2)[Pd](P(c2ccccc2)(c2ccccc2)c2ccccc2)(P(c2ccccc2)(c2ccccc2)c2ccccc2)P(c2ccccc2)(c2ccccc2)c2ccccc2)cc1. The product is Cc1cccc(C(Cc2cc(C)c3[nH]ncc3c2)NC(=O)N2CCC(N3Cc4ccccc4NC3=O)CC2)n1. Reaction SMILES: [Br:1][c:2]1[cH:3][cH:4][cH:5][c:6]([CH:8]([CH2:9][c:10]2[cH:11][c:12]3[cH:13][n:14][nH:15][c:16]3[c:17]([CH3:19])[cH:18]2)[NH:20][C:21](=[O:22])[N:23]2[CH2:24][CH2:25][CH:26]([N:29]3[C:30](=[O:39])[NH:31][c:32]4[cH:33][cH:34][cH:35][cH:36][c:37]4[CH2:38]3)[CH2:27][CH2:28]2)[n:7]1.[O:40]1[CH2:41][CH2:44][CH2:43][CH2:42]1.[cH:45]1[cH:46][cH:47][c:48]([P:49]([Pd:50]([P:51]([c:52]2[cH:53][cH:54][cH:55][cH:56][cH:57]2)([c:58]2[cH:59][cH:60][cH:61][cH:62][cH:63]2)[c:64]2[cH:65][cH:66][cH:67][cH:68][cH:69]2)([P:70]([c:71]2[cH:72][cH:73][cH:74][cH:75][cH:76]2)([c:77]2[cH:78][cH:79][cH:80][cH:81][cH:82]2)[c:83]2[cH:84][cH:85][cH:86][cH:87][cH:88]2)[P:89]([c:90]2[cH:91][cH:92][cH:93][cH:94][cH:95]2)([c:96]2[cH:97][cH:98][cH:99][cH:100][cH:101]2)[c:102]2[cH:103][cH:104][cH:105][cH:106][cH:107]2)([c:108]2[cH:109][cH:110][cH:111][cH:112][cH:113]2)[c:114]2[cH:115][cH:116][cH:117][cH:118][cH:119]2)[cH:120][cH:121]1>>[c:2]1([CH3:41])[cH:3][cH:4][cH:5][c:6]([CH:8]([CH2:9][c:10]2[cH:11][c:12]3[cH:13][n:14][nH:15][c:16]3[c:17]([CH3:19])[cH:18]2)[NH:20][C:21](=[O:22])[N:23]2[CH2:24][CH2:25][CH:26]([N:29]3[C:30](=[O:39])[NH:31][c:32]4[cH:33][cH:34][cH:35][cH:36][c:37]4[CH2:38]3)[CH2:27][CH2:28]2)[n:7]1. The product is C(C1=CC=CC=C1)NC[C@@]1(CCC[C@@]2(C3=CC=C(C=C3CCC12)C(C)C)C)C (N-benzyl-1-((1R,4aS)-7-isopropyl-1,4a-dimethyl-1,2,3,4,4a,9,10,10a-octahydrophenanthren-1-yl)methanamine). As a reaction SMILES: [CH3:1][CH:2]([C:4]1[CH:9]=[CH:8][C:7]2[C:10]3([CH3:21])[CH:15]([CH2:16][CH2:17][C:6]=2[CH:5]=1)[C:14]([CH2:19][NH2:20])([CH3:18])[CH2:13][CH2:12][CH2:11]3)[CH3:3].C[CH:23]([C:25]1[CH2:38][CH2:37][C@H:36]2[C:27](=CC[C@@H]3[C@]2(C)CCC[C@]3(CN)C)[CH:26]=1)C.CC(C1CC[C@H]2C(=CC[C@@H]3[C@]2(C)CCC[C@]3(CO)C)C=1)C.C[C@]1(CO)C2[C@@](C)(C3C(=CC2)C=C(C(C)C)CC3)CCC1.C[C@]1(CN)C2[C@@](C)(C3C(=CC2)C=C(C(C)C)CC3)CCC1.C[C@]1(C(N)=O)C2[C@@](C)(C3C(=CC2)C=C(C(C)C)CC3)CCC1.CNC([C@@]1(C)C2[C@@](C)(C3C(=CC2)C=C(C(C)C)CC3)CCC1)=O.C[C@]1(CNC)C2[C@@](C)(C3C(=CC2)C=C(C(C)C)CC3)CCC1.C(N(CC)C([C@@]1(C)C2[C@@](C)(C3C(=CC2)C=C(C(C)C)CC3)CCC1)=O)C.C[C@]1(CN(CC)CC)C2[C@@](C)(C3C(=CC2)C=C(C(C)C)CC3)CCC1.CC(C1C=CC2C3(C)C(CCC=2C=1)C(CN)(C)CCC3)C.C[C@]1(CN)C2[C@@](C)(C3C(CC2)=CC(C(C)C)=CC=3)CCC1.C[C@]1(CNC(=O)C)C2[C@@](C)(C3C(CC2)=CC(C(C)C)=CC=3)CCC1.C[C@]1(CNC(=O)C(F)(F)F)C2[C@@](C)(C3C(CC2)=CC(C(C)C)=CC=3)CCC1.C[C@]1(CNC(=O)C(Br)(Br)Br)C2[C@@](C)(C3C(CC2)=CC(C(C)C)=CC=3)CCC1.C(C1C=C2C([C@]3(C)C(CC2)[C@@](CNC(=O)C2C=CC=CC=2)(C)CCC3)=CC=1)(C)C>>[CH2:23]([NH:20][CH2:19][C@@:14]1([CH3:18])[CH:15]2[C@@:10]([CH3:21])([C:7]3[C:6]([CH2:17][CH2:16]2)=[CH:5][C:4]([CH:2]([CH3:1])[CH3:3])=[CH:9][CH:8]=3)[CH2:11][CH2:12][CH2:13]1)[C:25]1[CH:38]=[CH:37][CH:36]=[CH:27][CH:26]=1 |f:10.11|. Reported procedure: Anti-cancer pharmaceutical liposome compositions including one or more anti-cancer compositions selected from the group consisting of: leelamine, abietylamine, abietyl alcohol/GPR-8/[(1R,4aR)-1,4a-dimethyl-7-(propan-2-yl)-1,2,3,4,4a,4b,5,6,10,10a-decahydrophenanthren-1-yl]methanol; abietylamine/GPR-3/{[(1R,4aR)-1,4a-dimethyl-7-(propan-2-yl)-1,2,3,4,4a,4b,5,6,10,10a-decahydrophenanthren-1-yl]methyl}amine; abieticamide/GPR-2/(1R,4aR)-1,4a-dimethyl-7-(propan-2-yl)-1,2,3,4,4a,4b,5,6,10,10a-decahydro... The reactants are CC(C)C1=CC2=C(C=C1)C3(CCCC(C3CC2)(C)CN)C (leelamine), C(C)N(C(=O)[C@@]1(CCC[C@@]2(C3CCC(=CC3=CCC12)C(C)C)C)C)CC ((1R,4aR)—N,N-diethyl-1,4a-dimethyl-7-(propan-2-yl)-1,2,3,4,4a,4b,5,6,10,10a-decahydrophenanthrene-1-carboxamide), CC(C)C1=CC2=CC[C@H]3[C@](CCC[C@@]3([C@H]2CC1)C)(C)CN (abietylamine), C[C@]1(CCC[C@@]2(C3=CC=C(C=C3CCC12)C(C)C)C)CNC(C(Br)(Br)Br)=O (N-{[(1R,4aS)-1,4a-dimethyl-7-(propan-2-yl)-1,2,3,4,4a,9,10,10a-octahydrophenanthren-1-yl]methyl}-2,2,2-tribromoacetamide), C[C@]1(CCC[C@@]2(C3=CC=C(C=C3CCC12)C(C)C)C)CNC(C)=O (N-{[(1R,4aS)-1,4a-dimethyl-7-(propan-2-yl)-1,2,3,4,4a,9,10,10a-octahydrophenanthren-1-yl]methyl}acetamide), CNC(=O)[C@@]1(CCC[C@@]2(C3CCC(=CC3=CCC12)C(C)C)C)C ((1R,4aR)—N,1,4a-trimethyl-7-(propan-2-yl)-1,2,3,4,4a,4b,5,6,10,10a-decahydrophenanthrene-1-carboxamide), C[C@]1(CCC[C@@]2(C3=CC=C(C=C3CCC12)C(C)C)C)CNC(C(F)(F)F)=O (N-{[(1R,4aS)-1,4a-dimethyl-7-(propan-2-yl)-1,2,3,4,4a,9,10,10a-octahydrophenanthren-1-yl]methyl}-2,2,2-trifluoroacetamide), C[C@]1(CCC[C@@]2(C3CCC(=CC3=CCC12)C(C)C)C)CNC ({[(1R,4aR)-1,4a-dimethyl-7-(propan-2-yl)-1,2,3,4,4a,4b,5,6,10,10a-decahydrophenanthren-1-yl]methyl}(methyl)amine), C[C@]1(CCC[C@@]2(C3CCC(=CC3=CCC12)C(C)C)C)C(=O)N ((1R,4aR)-1,4a-dimethyl-7-(propan-2-yl)-1,2,3,4,4a,4b,5,6,10,10a-decahydrophenanthrene-1-carboxamide), CC(C)C1=CC2=CC[C@H]3[C@](CCC[C@@]3([C@H]2CC1)C)(C)CN (abietylamine), C[C@]1(CCC[C@@]2(C3CCC(=CC3=CCC12)C(C)C)C)CO ([(1R,4aR)-1,4a-dimethyl-7-(propan-2-yl)-1,2,3,4,4a,4b,5,6,10,10a-decahydrophenanthren-1-yl]methanol), CC(C)C1=CC2=C(C=C1)C3(CCCC(C3CC2)(C)CN)C.C[C@]1(CCC[C@@]2(C3=CC=C(C=C3CCC12)C(C)C)C)CN (leelamine [(1R,4aS)-1,4a-dimethyl-7-(propan-2-yl)-1,2,3,4,4a,9,10,10a-octahydrophenanthren-1-yl]methanamine), C[C@]1(CCC[C@@]2(C3CCC(=CC3=CCC12)C(C)C)C)CN(CC)CC ({[(1R,4aR)-1,4a-dimethyl-7-(propan-2-yl)-1,2,3,4,4a,4b,5,6,10,10a-decahydrophenanthren-1-yl]methyl}diethylamine), C(C)(C)C1=CC=C2[C@]3(CCC[C@@](C3CCC2=C1)(C)CNC(C1=CC=CC=C1)=O)C (N-(((1R,4aS)-7-isopropyl-1,4a-dimethyl-1,2,3,4,4a,9,10,10a-octahydrophenanthren-1-yl)methyl)benzamide), CC(C)C1=CC2=CC[C@H]3[C@](CCC[C@@]3([C@H]2CC1)C)(C)CO (abietyl alcohol), C[C@]1(CCC[C@@]2(C3CCC(=CC3=CCC12)C(C)C)C)CN ({[(1R,4aR)-1,4a-dimethyl-7-(propan-2-yl)-1,2,3,4,4a,4b,5,6,10,10a-decahydrophenanthren-1-yl]methyl}amine). Reactants: CC[C@H]1C(=O)N(CC(=O)N([C@H](C(=O)N[C@H](C(=O)N([C@H](C(=O)N[C@H](C(=O)N[C@@H](C(=O)N([C@H](C(=O)N([C@H](C(=O)N([C@H](C(=O)N(C(C(=O)N1)[C@@H]([C@H](C)C/C=C/C)O)C)C(C)C)C)CC(C)C)C)CC(C)C)C)C)C)CC(C)C)C)C(C)C)CC(C)(C)O)C)C ([γ-hydroxy-MeLeu]4 -Ciclosporin), CC[C@H]1C(=O)N(CC(=O)N([C@H](C(=O)N[C@H](C(=O)N([C@H](C(=O)N[C@H](C(=O)N[C@@H](C(=O)N([C@H](C(=O)N([C@H](C(=O)N([C@H](C(=O)N(C(C(=O)N1)[C@@H]([C@H](C)C/C=C/C)O)C)C(C)C)C)CC(C)C)C)CC(C)C)C)C)C)CC(C)C)C)C(C)C)CC(C)(C)O)C)C ([γ-hydroxy-MeLeu]4 -Ciclosporin), [H][H] (hydrogen). Reagents/catalysts: [Pd] (palladium/charcoal). The solvent is C(C)O (ethanol), C(C)O (ethanol). Product: CCCC[C@@H](C)[C@H](C1C(=O)N[C@H](C(=O)N(CC(=O)N([C@H](C(=O)N[C@H](C(=O)N([C@H](C(=O)N[C@H](C(=O)N[C@@H](C(=O)N([C@H](C(=O)N([C@H](C(=O)N([C@H](C(=O)N1C)C(C)C)C)CC(C)C)C)CC(C)C)C)C)C)CC(C)C)C)C(C)C)CC(C)(C)O)C)C)CC)O ([dihydro-MeBmt]1 -[γ-hydroxy-MeLeu]4 -Ciclosporin). Reaction SMILES: [CH3:1][CH2:2][C@@H:3]1[NH:46][C:44](=[O:45])[CH:43]([C@H:47]([OH:54])[C@@H:48]([CH2:50]/[CH:51]=[CH:52]/[CH3:53])[CH3:49])[N:42]([CH3:55])[C:40](=[O:41])[C@H:39]([CH:56]([CH3:58])[CH3:57])[N:38]([CH3:59])[C:36](=[O:37])[C@H:35]([CH2:60][CH:61]([CH3:63])[CH3:62])[N:34]([CH3:64])[C:32](=[O:33])[C@H:31]([CH2:65][CH:66]([CH3:68])[CH3:67])[N:30]([CH3:69])[C:28](=[O:29])[C@@H:27]([CH3:70])[NH:26][C:24](=[O:25])[C@H:23]([CH3:71])[NH:22][C:20](=[O:21])[C@H:19]([CH2:72][CH:73]([CH3:75])[CH3:74])[N:18]([CH3:76])[C:16](=[O:17])[C@H:15]([CH:77]([CH3:79])[CH3:78])[NH:14][C:12](=[O:13])[C@H:11]([CH2:80][C:81]([OH:84])([CH3:83])[CH3:82])[N:10]([CH3:85])[C:8](=[O:9])[CH2:7][N:6]([CH3:86])[C:4]1=[O:5].[H][H]>C(O)C.[Pd]>[CH3:53][CH2:52][CH2:51][CH2:50][C@H:48]([C@@H:47]([OH:54])[CH:43]1[N:42]([CH3:55])[C:40](=[O:41])[C@H:39]([CH:56]([CH3:57])[CH3:58])[N:38]([CH3:59])[C:36](=[O:37])[C@H:35]([CH2:60][CH:61]([CH3:62])[CH3:63])[N:34]([CH3:64])[C:32](=[O:33])[C@H:31]([CH2:65][CH:66]([CH3:67])[CH3:68])[N:30]([CH3:69])[C:28](=[O:29])[C@@H:27]([CH3:70])[NH:26][C:24](=[O:25])[C@H:23]([CH3:71])[NH:22][C:20](=[O:21])[C@H:19]([CH2:72][CH:73]([CH3:74])[CH3:75])[N:18]([CH3:76])[C:16](=[O:17])[C@H:15]([CH:77]([CH3:79])[CH3:78])[NH:14][C:12](=[O:13])[C@H:11]([CH2:80][C:81]([OH:84])([CH3:82])[CH3:83])[N:10]([CH3:85])[C:8](=[O:9])[CH2:7][N:6]([CH3:86])[C:4](=[O:5])[C@H:3]([CH2:2][CH3:1])[NH:46][C:44]1=[O:45])[CH3:49]. Procedure details: To a suspension of 200 mg pre-hydrogenated 10% palladium/charcoal in 4 ml ethanol is added 1.2 g of [γ-hydroxy-MeLeu]4 -Ciclosporin (compound e) in 10 ml ethanol and hydrogenation is carried out at room temperature until no more hydrogen is taken up. After removal of the catalyst by filtration the solution is evaporated, yielding the title compound as an amorphous white powder, m.p. 154-156°, [α]D20 -225° (c=0.87 in CHCl3), -169° (c=0.70 in CH3OH).